Dataset: the Open Reaction Database (ORD), a public repository of structured organic reaction records. Task: describe an organic reaction: reactants, conditions, products, and yield Starting materials: CCOC(=O)c1ccc(-c2ccc(=O)n(CC(=O)OC(C)(C)C)c2)cc1, ClCCl, O, O=C(O)C(F)(F)F. The product is CCOC(=O)c1ccc(-c2ccc(=O)n(CC(=O)O)c2)cc1. As a reaction SMILES: [C:1]([CH3:2])([CH3:3])([CH3:4])[O:5][C:6](=[O:7])[CH2:8][n:9]1[cH:10][c:11](-[c:16]2[cH:17][cH:18][c:19]([C:20](=[O:21])[O:22][CH2:23][CH3:24])[cH:25][cH:26]2)[cH:12][cH:13][c:14]1=[O:15].[Cl:34][CH2:35][Cl:36].[OH2:37].[OH:27][C:28]([C:29]([F:30])([F:31])[F:32])=[O:33]>>[O:5]=[C:6]([OH:7])[CH2:8][n:9]1[cH:10][c:11](-[c:16]2[cH:17][cH:18][c:19]([C:20](=[O:21])[O:22][CH2:23][CH3:24])[cH:25][cH:26]2)[cH:12][cH:13][c:14]1=[O:15]. Starting materials: Cl, [K+], O=N[O-], Nc1cccc2c1CN(C1CCC(=O)NC1=O)C2=O, [Na+], O, O=P([O-])(O)O. Product: O=C1CCC(N2Cc3c(O)cccc3C2=O)C(=O)N1. As a reaction SMILES: [ClH:24].[K+:30].[N:20](=[O:21])[O-:22].[NH2:1][c:2]1[c:3]2[c:7]([cH:8][cH:9][cH:10]1)[C:6](=[O:11])[N:5]([CH:12]1[C:13](=[O:19])[NH:14][C:15](=[O:18])[CH2:16][CH2:17]1)[CH2:4]2.[Na+:23].[OH2:31].[P:25]([O-:26])([OH:27])([OH:28])=[O:29]>>[c:2]1([OH:21])[c:3]2[c:7]([cH:8][cH:9][cH:10]1)[C:6](=[O:11])[N:5]([CH:12]1[C:13](=[O:19])[NH:14][C:15](=[O:18])[CH2:16][CH2:17]1)[CH2:4]2. Reactants: ICC=1N=C(OC1C1=CC=CC=C1)C1=CC=C(C=C1)C (4-iodomethyl-5-phenyl-2-p-tolyloxazole), CC(C(C)=O)=NO (butane-2,3-dione-2-oxime), C1=C(C=CC2=CC=CC=C12)C=O (naphthalene-2-carbaldehyde). Yields the product CC1=C(N=C(O1)C1=CC2=CC=CC=C2C=C1)CI (5-methyl-4-iodomethyl-2-naphthalen-2-yloxazole). Reaction SMILES: [I:1][CH2:2][C:3]1[N:4]=[C:5]([C:14]2[CH:19]=[CH:18][C:17]([CH3:20])=[CH:16][CH:15]=2)[O:6][C:7]=1[C:8]1C=CC=CC=1.[CH3:21][C:22](=NO)[C:23](=O)C.C1C2C(=CC=CC=2)C=CC=1C=O>>[CH3:8][C:7]1[O:6][C:5]([C:14]2[CH:15]=[CH:16][C:17]3[C:18](=[CH:21][CH:22]=[CH:23][CH:20]=3)[CH:19]=2)=[N:4][C:3]=1[CH2:2][I:1]. Procedure: Analogously to the building block synthesis of 4-iodomethyl-5-phenyl-2-p-tolyloxazole, butane-2,3-dione-2-oxime and naphthalene-2-carbaldehyde gave 5-methyl-4-iodomethyl-2-naphthalen-2-yloxazole. Reactants: ClC(Cl)(Cl)Cl, Cc1cc(-c2ccc(C(F)(F)F)n(C)c2=O)c(F)cc1Cl, CC(C)(C#N)N=NC(C)(C)C#N, O=C1CCC(=O)N1Br. The product is Cn1c(C(F)(F)F)ccc(-c2cc(CBr)c(Cl)cc2F)c1=O. RXN SMILES: [C:42]([Cl:43])([Cl:44])([Cl:45])[Cl:46].[Cl:1][c:2]1[cH:3][c:4]([F:21])[c:5](-[c:9]2[c:10](=[O:20])[n:11]([CH3:19])[c:12]([C:15]([F:16])([F:17])[F:18])[cH:13][cH:14]2)[cH:6][c:7]1[CH3:8].[N:30]([C:31]([CH3:32])([CH3:33])[C:34]#[N:35])=[N:36][C:37]([CH3:38])([CH3:39])[C:40]#[N:41].[O:22]=[C:23]1[N:24]([Br:29])[C:25](=[O:26])[CH2:27][CH2:28]1>>[Cl:1][c:2]1[cH:3][c:4]([F:21])[c:5](-[c:9]2[c:10](=[O:20])[n:11]([CH3:19])[c:12]([C:15]([F:16])([F:17])[F:18])[cH:13][cH:14]2)[cH:6][c:7]1[CH2:8][Br:29].